This data is from the Open Reaction Database (ORD), a public repository of structured organic reaction records. The task is: describe an organic reaction: reactants, conditions, products, and yield Starting materials: [OH-].[Na+] (NaOH), C=O (formaldehyde), ClC1=CC=C2C=CNC2=C1 (6-chloroindole), CNC (dimethylamine). The solvent is C(C)(=O)O (acetic acid). Conditions: time 16 hour. Product: CN(C)CC1=CNC2=C1C=CC(=C2)Cl (6-chloro-gramine). The yield is 95.0%. As a reaction SMILES: [CH3:1][NH:2][CH3:3].[CH2:4]=O.[Cl:6][C:7]1[CH:15]=[C:14]2[C:10]([CH:11]=[CH:12][NH:13]2)=[CH:9][CH:8]=1.[OH-].[Na+]>C(O)(=O)C>[CH3:1][N:2]([CH2:4][C:11]1[C:10]2[CH:9]=[CH:8][C:7]([Cl:6])=[CH:15][C:14]=2[NH:13][CH:12]=1)[CH3:3] |f:3.4|. Procedure details: Glacial acetic acid (0,4 ml) was added dropwise to an aqueous solution at 33% (w/v) of dimethylamine (0,4 ml), cooled in an ice bath, at a speed so as not to exceed a temperature of 5° C. Under continuous stirring and in an ice bath, were added in succession an aqueous solution of formaldehyde (0,2 ml at 40% w/v) and then 420 mg of 6-chloroindole, which in approximately 10 minutes dissolved in the reaction mixture with the development of heat. The reaction mixture was left at room temperature fo... The reactants are C(CC)S (propanethiol), CCC(CC)=O (3-pentanone), C1(CCCCC1)=O (cyclohexanone), C(CCC)S (butanethiol). The product is OC1=CC=C(C=C1)C(CC)(CC)C1=CC=C(C=C1)O (3,3-Bis(p-hydroxyphenyl)pentane). Reaction SMILES: [CH2:1](S)[CH2:2]C.[C:5]1(=[O:11])[CH2:10][CH2:9][CH2:8][CH2:7][CH2:6]1.[CH2:12](S)[CH2:13][CH2:14][CH3:15].[CH3:17][CH2:18][C:19](=[O:22])[CH2:20][CH3:21]>>[OH:22][C:19]1[CH:20]=[CH:21][C:12]([C:13]([C:8]2[CH:9]=[CH:10][C:5]([OH:11])=[CH:6][CH:7]=2)([CH2:1][CH3:2])[CH2:14][CH3:15])=[CH:17][CH:18]=1. Procedure: 3,3-Bis(p-hydroxyphenyl)pentane was prepared by repeating the procedure of Example I with the exceptions that 86 grams of 3-pentanone, and 0.5 gram of propanethiol were respectively employed in place of the cyclohexanone and butanethiol. The purity of the resulting above product was 99.5, and it had a melting point of 207° to 208° C. NMR data for this product was as follows: Starting materials: FC(C(=O)O)(F)F.CC(C)S(=O)(=O)N1CCC(CC1)C1=CNC2=C(C=C(C=C12)C1=CSC(=C1)CN(CCC)C)C(=O)N (3-{1-[(1-methylethyl)sulfonyl]-4-piperidinyl}-5-(5-{[methyl(propyl)amino]methyl}-3-thienyl)-1H-indole-7-carboxamide trifluoroacetate), CNCCC (methyl(propyl)amine). Product: C(C)N(C)CC1=CC(=CS1)C=1C=C2C(=CNC2=C(C1)C(=O)N)C1CCN(CC1)S(=O)(=O)C(C)C (5-(5-{[ethyl(methyl)amino]methyl}-3-thienyl)-3-{1-[(1-methylethyl)sulfonyl]-4-piperidinyl}-1H-indole-7-carboxamide). The yield is 15.9%. Reaction SMILES: FC(F)(F)C(O)=O.[CH3:8][CH:9]([S:11]([N:14]1[CH2:19][CH2:18][CH:17]([C:20]2[C:28]3[C:23](=[C:24]([C:40]([NH2:42])=[O:41])[CH:25]=[C:26]([C:29]4[CH:33]=[C:32]([CH2:34][N:35]([CH3:39])[CH2:36][CH2:37]C)[S:31][CH:30]=4)[CH:27]=3)[NH:22][CH:21]=2)[CH2:16][CH2:15]1)(=[O:13])=[O:12])[CH3:10].CNCCC>>[CH2:36]([N:35]([CH2:34][C:32]1[S:31][CH:30]=[C:29]([C:26]2[CH:27]=[C:28]3[C:23](=[C:24]([C:40]([NH2:42])=[O:41])[CH:25]=2)[NH:22][CH:21]=[C:20]3[CH:17]2[CH2:18][CH2:19][N:14]([S:11]([CH:9]([CH3:8])[CH3:10])(=[O:12])=[O:13])[CH2:15][CH2:16]2)[CH:33]=1)[CH3:39])[CH3:37] |f:0.1|. Reported procedure: The title compound was prepared according to the general procedure of 3-{1-[(1-methylethyl)sulfonyl]-4-piperidinyl}-5-(5-{[methyl(propyl)amino]methyl}-3-thienyl)-1H-indole-7-carboxamide trifluoroacetate, substituting ethyl(methyl)amine (59 mg, 1.0 mmol) for methyl(propyl)amine to afford 8.0 mg of the title compound (15.9%).